From a dataset of the Open Reaction Database (ORD), a public repository of structured organic reaction records. describe an organic reaction: reactants, conditions, products, and yield Starting materials: Cl.C(C)OC(CCN)=O (β-alanine ethyl ester hydrochloride), O.ON1N=NC2=C1C=CC=C2 (1-hydroxybenzotriazole monohydrate), C(C)C(C(C=1OC2=C(C1C)C=C(C=C2)OC)NC2=CC=C(C(=O)O)C=C2)CC (4-{[2-ethyl-1-(5-methoxy-3-methyl-1-benzofuran-2-yl)butyl]amino}benzoic acid), Cl.C(C)N=C=NCCCN(C)C (1-ethyl-3-(3-dimethylaminopropyl)carbodiimide hydrochloride), Cl (Hydrochloric acid). Solvent: CN(C=O)C (N,N-dimethylformamide), C(C)N(CC)CC (triethylamine). Conditions: time 1 day. The product is C(C)C(C(C=1OC2=C(C1C)C=C(C=C2)OC)NC2=CC=C(C=C2)C(=O)NCCC(=O)OCC)CC (ethyl 3-{[(4-{[2-ethyl-1-(5-methoxy-3-methyl-1-benzofuran-2-yl)butyl]amino}phenyl)carbonyl]amino}propanoate). The yield is 27.0%. As a reaction SMILES: [CH2:1]([CH:3]([CH2:27][CH3:28])[CH:4]([NH:17][C:18]1[CH:26]=[CH:25][C:21]([C:22](O)=[O:23])=[CH:20][CH:19]=1)[C:5]1[O:6][C:7]2[CH:14]=[CH:13][C:12]([O:15][CH3:16])=[CH:11][C:8]=2[C:9]=1[CH3:10])[CH3:2].Cl.[CH2:30]([O:32][C:33](=[O:37])[CH2:34][CH2:35][NH2:36])[CH3:31].O.ON1C2C=CC=CC=2N=N1.Cl.C(N=C=NCCCN(C)C)C.Cl>CN(C)C=O.C(N(CC)CC)C>[CH2:27]([CH:3]([CH2:1][CH3:2])[CH:4]([NH:17][C:18]1[CH:26]=[CH:25][C:21]([C:22]([NH:36][CH2:35][CH2:34][C:33]([O:32][CH2:30][CH3:31])=[O:37])=[O:23])=[CH:20][CH:19]=1)[C:5]1[O:6][C:7]2[CH:14]=[CH:13][C:12]([O:15][CH3:16])=[CH:11][C:8]=2[C:9]=1[CH3:10])[CH3:28] |f:1.2,3.4,5.6|. Procedure: To a mixture of 4-{[2-ethyl-1-(5-methoxy-3-methyl-1-benzofuran-2-yl)butyl]amino}benzoic acid (250 mg) synthesized above, β-alanine ethyl ester hydrochloride (151 mg), 1-hydroxybenzotriazole monohydrate (151 mg), triethylamine (275 μL) and N,N-dimethylformamide (10 mL) was added 1-ethyl-3-(3-dimethylaminopropyl)carbodiimide hydrochloride (188 mg), and the mixture was stirred at room temperature for 1 day. 1N Hydrochloric acid was added to quench the reaction, and the mixture was extracted with et... Reactants: NC1=C(C(=NO1)C1=CC=C(C=C1)OC(F)(F)F)C(=O)O (5-amino-3-(4-(trifluoromethoxy)phenyl)isoxazol-4-carboxylic acid), N1(CCNCC1)C1=CC=C(C=C1)O (4-(piperazine-1-yl)phenol), Cl.C(C)N=C=NCCCN(C)C (1-ethyl-3-(dimethylaminopropyl)carbodiimide hydrochloride), OC1=CC=CC=2NN=NC21 (hydroxybenzotriazole). Product: NC1=C(C(=NO1)C1=CC=C(C=C1)OC(F)(F)F)C(=O)N1CCN(CC1)C1=CC=C(C=C1)O ((5-amino-3-(4-(trifluoromethoxy)phenyl)isoxazol-4-yl)(4-(4-hydroxyphenyl)piperazine-1-yl)methanone). The yield is 68.5%. RXN SMILES: [NH2:1][C:2]1[O:6][N:5]=[C:4]([C:7]2[CH:12]=[CH:11][C:10]([O:13][C:14]([F:17])([F:16])[F:15])=[CH:9][CH:8]=2)[C:3]=1[C:18](O)=[O:19].Cl.C(N=C=NCCCN(C)C)C.OC1C2N=NNC=2C=CC=1.[N:43]1([C:49]2[CH:54]=[CH:53][C:52]([OH:55])=[CH:51][CH:50]=2)[CH2:48][CH2:47][NH:46][CH2:45][CH2:44]1>>[NH2:1][C:2]1[O:6][N:5]=[C:4]([C:7]2[CH:8]=[CH:9][C:10]([O:13][C:14]([F:15])([F:16])[F:17])=[CH:11][CH:12]=2)[C:3]=1[C:18]([N:46]1[CH2:45][CH2:44][N:43]([C:49]2[CH:50]=[CH:51][C:52]([OH:55])=[CH:53][CH:54]=2)[CH2:48][CH2:47]1)=[O:19] |f:1.2|. Procedure: In a similar manner as described in Example 1, by using dimethylformimide (15 mL), 5-amino-3-(4-(trifluoromethoxy)phenyl)isoxazol-4-carboxylic acid (530 mg, 1.84 mmol), 1-ethyl-3-(dimethylaminopropyl)carbodiimide hydrochloride (388 mg, 2.02 mmol), hydroxybenzotriazole (299 mg, 2.21 mmol) and 4-(piperazine-1-yl)phenol (328 mg, 1.84 mmol), a white solid required compound (566 mg, 1.26 mmol, 69%) was obtained. Starting materials: C(C1=CC=CC=C1)N1C(=NC=2N(C(N(C(C12)=O)CCC)=O)CCC)C1CC(CC1)C(=O)OC (7-benzyl-8-(3-methyloxycarbonyl-cyclopentyl)-1,3-dipropylpurine-2,6-dione), [H][H] (hydrogen). Reagents/catalysts: [OH-].[OH-].[Pd+2] (Pearlman catalyst). The solvent is CO (methanol). The product is COC(=O)C1CC(CC1)C1=NC=2N(C(N(C(C2N1)=O)CCC)=O)CCC (8-(3-Methyloxycarbonyl-cyclopentyl)-1,3-dipropyl-7H-purine-2,6-dione). RXN SMILES: C([N:8]1[C:16]2[C:15](=[O:17])[N:14]([CH2:18][CH2:19][CH3:20])[C:13](=[O:21])[N:12]([CH2:22][CH2:23][CH3:24])[C:11]=2[N:10]=[C:9]1[CH:25]1[CH2:29][CH2:28][CH:27]([C:30]([O:32][CH3:33])=[O:31])[CH2:26]1)C1C=CC=CC=1.[H][H]>CO.[OH-].[OH-].[Pd+2]>[CH3:33][O:32][C:30]([CH:27]1[CH2:28][CH2:29][CH:25]([C:9]2[NH:8][C:16]3[C:15](=[O:17])[N:14]([CH2:18][CH2:19][CH3:20])[C:13](=[O:21])[N:12]([CH2:22][CH2:23][CH3:24])[C:11]=3[N:10]=2)[CH2:26]1)=[O:31] |f:3.4.5|. Procedure: 2.29 g (5.1 mmol) of 7-benzyl-8-(3-methyloxycarbonyl-cyclopentyl)-1,3-dipropylpurine-2,6-dione are hydrogenated in 40 ml of methanol with the addition of 0.5 g of dry Pearlman catalyst until the uptake of hydrogen has ceased at 20° C. under 5.0 bars. After filtering over kieselguhr the solution is evaporated down and the residue is recrystallised from isopropanol. 1.54 g (83.2% of theory) of the title compound are obtained in the form of colourless crystals, melting point 188°-194° C. Product: ClC1=C(C(=O)OCC)C=C(C=C1)N1C(N(C2=C(C1=O)CSC2)C)=O (ethyl 2-chloro-5-{1,2,5,7-tetrahydro-1-methyl-2,4-dioxo-thieno[3,4-d]pyrimidin-3(4H)-yl}-benzoate). Starting materials: ClC1=C(C(=O)OCC)C=C(C=C1)N1C(NC2=C(C1=O)CSC2)=O (ethyl 2-chloro-5-{1,2,5,7-tetrahydro-2,4-dioxo-thieno[3,4-d]pyrimidin-3(4H)-yl}-benzoate), CN(C=O)C (dimethylformamide). As a reaction SMILES: [Cl:1][C:2]1[CH:12]=[CH:11][C:10]([N:13]2[C:18](=[O:19])[C:17]3[CH2:20][S:21][CH2:22][C:16]=3[NH:15][C:14]2=[O:23])=[CH:9][C:3]=1[C:4]([O:6][CH2:7][CH3:8])=[O:5].[CH3:24]N(C)C=O>>[Cl:1][C:2]1[CH:12]=[CH:11][C:10]([N:13]2[C:18](=[O:19])[C:17]3[CH2:20][S:21][CH2:22][C:16]=3[N:15]([CH3:24])[C:14]2=[O:23])=[CH:9][C:3]=1[C:4]([O:6][CH2:7][CH3:8])=[O:5]. Reported procedure: using ethyl 2-chloro-5-{1,2,5,7-tetrahydro-2,4-dioxo-thieno[3,4-d]pyrimidin-3(4H)-yl}-benzoate in dimethylformamide there is obtained ethyl 2-chloro-5-{1,2,5,7-tetrahydro-1-methyl-2,4-dioxo-thieno[3,4-d]pyrimidin-3(4H)-yl}-benzoate, m.p. 203°-206° C., The reactants are COC(C(C1=CC=C(C=C1)OCCOC1=CC2=CC=CC=C2C=C1)=O)=O (4-[[2-(2-naphthalenyloxy)ethyl]oxy]-alpha-oxobenzeneacetic acid methyl ester), N (ammonia). Run in CO (methanol), O1CCCC1 (tetrahydrofuran). Run at time 4 hour. Yields the product C1=C(C=CC2=CC=CC=C12)OCCOC1=CC=C(C=C1)C(C(=O)N)=O (4-[[2-(2-naphthalenyloxy)ethyl]oxy]-alpha-oxobenzeneacetamide). Reaction SMILES: C[O:2][C:3](=O)[C:4](=[O:25])[C:5]1[CH:10]=[CH:9][C:8]([O:11][CH2:12][CH2:13][O:14][C:15]2[CH:24]=[CH:23][C:22]3[C:17](=[CH:18][CH:19]=[CH:20][CH:21]=3)[CH:16]=2)=[CH:7][CH:6]=1.[NH3:27]>CO.O1CCCC1>[CH:16]1[C:17]2[C:22](=[CH:21][CH:20]=[CH:19][CH:18]=2)[CH:23]=[CH:24][C:15]=1[O:14][CH2:13][CH2:12][O:11][C:8]1[CH:9]=[CH:10][C:5]([C:4](=[O:25])[C:3]([NH2:27])=[O:2])=[CH:6][CH:7]=1. Reported procedure: A solution of 4-[[2-(2-naphthalenyloxy)ethyl]oxy]-alpha-oxobenzeneacetic acid methyl ester (0.5 g) in methanol (40 mL) and tetrahydrofuran (40 mL) was chilled in an ice bath and saturated with ammonia gas. The cooling bath was removed and the mixture was stirred at room temperature for 4 hours and the solution was evaporated to dryness. Crystallization from tetrahydrofuran-ethyl alcohol provided 0.4 g of 4-[[2-(2-naphthalenyloxy)ethyl]oxy]-alpha-oxobenzeneacetamide as a colorless solid, mp 194°-... Reactants: C1CCOC1, COC(=O)Cc1ccc(Nc2nc3ccc(Cl)cc3s2)c(Cl)c1, Cl, [Na+], [OH-]. Yields the product O=C(O)Cc1ccc(Nc2nc3ccc(Cl)cc3s2)c(Cl)c1. RXN SMILES: [CH2:26]1[O:27][CH2:28][CH2:29][CH2:30]1.[Cl:1][c:2]1[cH:3][c:4]2[c:5]([n:6][c:7]([NH:9][c:10]3[c:11]([Cl:21])[cH:12][c:13]([CH2:16][C:17](=[O:18])[O:19][CH3:20])[cH:14][cH:15]3)[s:8]2)[cH:22][cH:23]1.[ClH:31].[Na+:25].[OH-:24]>>[Cl:1][c:2]1[cH:3][c:4]2[c:5]([n:6][c:7]([NH:9][c:10]3[c:11]([Cl:21])[cH:12][c:13]([CH2:16][C:17](=[O:18])[OH:19])[cH:14][cH:15]3)[s:8]2)[cH:22][cH:23]1.